Dataset: the Open Reaction Database (ORD), a public repository of structured organic reaction records. Task: describe an organic reaction: reactants, conditions, products, and yield Starting materials: ClC(Cl)Cl, O, O=c1cc(-c2ccn3c(-c4ccccc4)cnc3c2)ccn1CCCN1CCCCC1. Product: O=CCCn1ccc(-c2ccn3c(-c4ccccc4)cnc3c2)cc1=O. RXN SMILES: [CH:32]([Cl:33])([Cl:34])[Cl:35].[OH2:36].[c:1]1(-[c:7]2[cH:8][n:9][c:10]3[n:11]2[cH:12][cH:13][c:14](-[c:16]2[cH:17][c:18](=[O:31])[n:19]([CH2:22][CH2:23][CH2:24][N:25]4[CH2:26][CH2:27][CH2:28][CH2:29][CH2:30]4)[cH:20][cH:21]2)[cH:15]3)[cH:2][cH:3][cH:4][cH:5][cH:6]1>>[c:1]1(-[c:7]2[cH:8][n:9][c:10]3[n:11]2[cH:12][cH:13][c:14](-[c:16]2[cH:17][c:18](=[O:31])[n:19]([CH2:22][CH2:23][CH:24]=[O:36])[cH:20][cH:21]2)[cH:15]3)[cH:2][cH:3][cH:4][cH:5][cH:6]1. Run in O (water), CO (methanol). Reported procedure: Alanine-proline (1,000 mg, 5.37 mmol), glyoxylic acid monohydrate (544 mg, 5.91 mml) and 2-phenylethenyl boronic acid (1,192 mg, 8 mmol) were vigorously stirred together in water (7 mL) for 48 hours. The precipitate was filtered, washed with acetone (2×10 mL) and dried to give a single crystalline product (1,488 mg, 80% yield, >99% de) the structure of which was confirmed with X-ray crystallography. 1H NMR (360 MHz, DCl/D2O) δ 7.10-7.25 (br, 5H), 6.92 (d, J=15.6 Hz, 1H), 5.78 (dd, J=15.6 Hz, 9.8... Reaction SMILES: [NH2:1][C@H:2]([C:4]([OH:6])=O)[CH3:3].[NH:7]1[CH2:14][CH2:13][CH2:12][C@H:8]1[C:9]([OH:11])=[O:10].O.[C:16]([OH:20])(=[O:19])[CH:17]=O.[C:21]1([CH:27]=[CH:28]B(O)O)[CH:26]=[CH:25][CH:24]=[CH:23][CH:22]=1>O.CO.[Pd]>[CH3:3][C@H:2]([NH:1][C@H:17]([C:16]([OH:20])=[O:19])[CH2:28][CH2:27][C:21]1[CH:22]=[CH:23][CH:24]=[CH:25][CH:26]=1)[C:4]([N:7]1[C@H:8]([C:9]([OH:11])=[O:10])[CH2:12][CH2:13][CH2:14]1)=[O:6] |f:0.1,2.3|. Yield: 80.0%. Yields the product C[C@@H](C(=O)N1CCC[C@H]1C(=O)O)N[C@@H](CCC=2C=CC=CC2)C(=O)O (enalaprilat). Starting materials: N[C@@H](C)C(=O)O.N1[C@H](C(=O)O)CCC1 (Alanine proline), O.C(C=O)(=O)O (glyoxylic acid monohydrate), C1(=CC=CC=C1)C=CB(O)O (2-phenylethenyl boronic acid). Reagents/catalysts: [Pd] (Pd/C). The reactants are C([O-])([O-])=O.[K+].[K+] (potassium carbonate), C(CC(C)C)N (isoamylamine), C1=C(C=CC2=CC=CC=C12)OCCCl (2-(2-naphthyloxy)-1-chloroethane). The solvent is CS(=O)C (DMSO), O (water). Conditions: temperature 140 celsius. Yields the product C(CC(C)C)NCCOC1=CC2=CC=CC=C2C=C1 (N-(isoamyl)-(2-(naphthalen-2-yloxy)-ethyl)amine). As a reaction SMILES: C(=O)([O-])[O-].[K+].[K+].[CH2:7]([NH2:12])[CH2:8][CH:9]([CH3:11])[CH3:10].[CH:13]1[C:22]2[C:17](=[CH:18][CH:19]=[CH:20][CH:21]=2)[CH:16]=[CH:15][C:14]=1[O:23][CH2:24][CH2:25]Cl>CS(C)=O.O>[CH2:7]([NH:12][CH2:25][CH2:24][O:23][C:14]1[CH:15]=[CH:16][C:17]2[C:22](=[CH:21][CH:20]=[CH:19][CH:18]=2)[CH:13]=1)[CH2:8][CH:9]([CH3:11])[CH3:10] |f:0.1.2|. Reported procedure: A mixture of anhydrous potassium carbonate (10 gm, in excess) and isoamylamine (0.24 ml, 0.003 mole) was taken in dry DMSO (40 ml). Now 2-(2-naphthyloxy)-1-chloroethane (0.5 gm, 0.002 mole) was added in it. Reaction mixture was refluxed at 140° C. for 6 hrs and the reaction was completed as checked by TLC. Reaction mixture was poured in distilled water (60 ml) and extracted with ethyl acetate thrice. The organic layer was separated and concentrated to get oily compound which was later crystalliz... Starting materials: O=C(n1ccnc1)n1ccnc1, CN(C)C=O, CN1CCN(c2cccc3c2CC(N)CO3)CC1, O=C(O)c1ccc(N2CCOCC2)cc1. Product: CN1CCN(c2cccc3c2CC(NC(=O)c2ccc(N4CCOCC4)cc2)CO3)CC1. RXN SMILES: [C:16]([n:17]1[cH:18][cH:19][n:20][cH:21]1)([n:22]1[cH:23][cH:24][n:25][cH:26]1)=[O:27].[CH3:46][N:47]([CH3:48])[CH:49]=[O:50].[NH2:28][CH:29]1[CH2:30][O:31][c:32]2[c:33]([c:35]([N:39]3[CH2:40][CH2:41][N:42]([CH3:45])[CH2:43][CH2:44]3)[cH:36][cH:37][cH:38]2)[CH2:34]1.[O:1]1[CH2:2][CH2:3][N:4]([c:7]2[cH:8][cH:9][c:10]([C:11](=[O:12])[OH:13])[cH:14][cH:15]2)[CH2:5][CH2:6]1>>[O:1]1[CH2:2][CH2:3][N:4]([c:7]2[cH:8][cH:9][c:10]([C:11](=[O:13])[NH:28][CH:29]3[CH2:30][O:31][c:32]4[c:33]([c:35]([N:39]5[CH2:40][CH2:41][N:42]([CH3:45])[CH2:43][CH2:44]5)[cH:36][cH:37][cH:38]4)[CH2:34]3)[cH:14][cH:15]2)[CH2:5][CH2:6]1. The reactants are NC1=CC=C(C(=N1)OC)C(=O)OC (methyl 6-amino-2-(methyloxy)-3-pyridinecarboxylate), II (iodine), O (water). Run in C(C)OCC (diethyl ether), CN(C=O)C (N,N-dimethylformamide). Run at time 8 hour. Product: NC1=C(C=C(C(=N1)OC)C(=O)OC)I (Methyl 6-amino-5-iodo-2-(methyloxy)-3-pyridinecarboxylate). Yield: 79.8%. As a reaction SMILES: [NH2:1][C:2]1[N:7]=[C:6]([O:8][CH3:9])[C:5]([C:10]([O:12][CH3:13])=[O:11])=[CH:4][CH:3]=1.[I:14]I.O>CN(C)C=O.C(OCC)C>[NH2:1][C:2]1[N:7]=[C:6]([O:8][CH3:9])[C:5]([C:10]([O:12][CH3:13])=[O:11])=[CH:4][C:3]=1[I:14]. Procedure: A mixture of methyl 6-amino-2-(methyloxy)-3-pyridinecarboxylate (2.1 g, 11.8 mmol) and iodine (15 g, 59 mmol) in N,N-dimethylformamide (50 ml) was stirred overnight at room temperature. The mixture was poured into water (200 ml) and extracted with ethyl acetate (50 ml×2). The combined organic layer was washed with saturated sodium bicarbonate, 20% aqueous thiosulphate and brine, dried over magnesium sulfate, and concentrated in vacuo gave a brown solid. The residue was suspended in diethyl ether... Starting materials: CC(O)CCl, ClCCl, COC(=O)C1CN1C(=O)OCc1ccccc1. The product is COC(=O)C(COC(C)CCl)NC(=O)OCc1ccccc1. Reaction SMILES: [Cl:18][CH2:19][CH:20]([CH3:21])[OH:22].[Cl:23][CH2:24][Cl:25].[N:1]1([C:8](=[O:9])[O:10][CH2:11][c:12]2[cH:13][cH:14][cH:15][cH:16][cH:17]2)[CH:2]([C:4](=[O:5])[O:6][CH3:7])[CH2:3]1>>[NH:1]([CH:2]([CH2:3][O:22][CH:20]([CH2:19][Cl:18])[CH3:21])[C:4](=[O:5])[O:6][CH3:7])[C:8](=[O:9])[O:10][CH2:11][c:12]1[cH:13][cH:14][cH:15][cH:16][cH:17]1. The reactants are CC(=O)OC(C)=O, CC(=O)[O-], Nc1cccc2c1CCCC2, [Na+], O. Yields the product CC(=O)Nc1cccc2c1CCCC2. RXN SMILES: [C:1]([O:2][C:5]([CH3:6])=[O:7])(=[O:3])[CH3:4].[CH3:20][C:21](=[O:22])[O-:23].[NH2:8][c:9]1[cH:10][cH:11][cH:12][c:13]2[c:18]1[CH2:17][CH2:16][CH2:15][CH2:14]2.[Na+:19].[OH2:24]>>[C:5]([CH3:6])(=[O:7])[NH:8][c:9]1[cH:10][cH:11][cH:12][c:13]2[c:18]1[CH2:17][CH2:16][CH2:15][CH2:14]2. The reactants are CI, O=C1NCCc2[nH]c3c(F)cccc3c21, [H-], [Na+], CN(C)C=O, O. Product: Cn1c2c(c3cccc(F)c31)C(=O)NCC2. As a reaction SMILES: [CH3:18][I:19].[F:3][c:4]1[cH:5][cH:6][cH:7][c:8]2[c:9]3[c:10]([nH:11][c:12]12)[CH2:13][CH2:14][NH:15][C:16]3=[O:17].[H-:1].[Na+:2].[O:21]=[CH:22][N:23]([CH3:24])[CH3:25].[OH2:20]>>[F:3][c:4]1[cH:5][cH:6][cH:7][c:8]2[c:9]3[c:10]([n:11]([CH3:18])[c:12]12)[CH2:13][CH2:14][NH:15][C:16]3=[O:17].